This data is from the Open Reaction Database (ORD), a public repository of structured organic reaction records. The task is: describe an organic reaction: reactants, conditions, products, and yield The reactants are COC1=C(CN2C(NC3=C(C2=O)C=C(S3)CC)=O)C=CC(=C1)OC (3-(2,4-dimethoxybenzyl)-6-ethylthieno[2,3-d]pyrimidine-2,4(1H,3H)-dione), BrCC1=CC=C(C=C1)C1=C(C=CC=C1)C1=NOC(N1COCCOC)=O (3-[4′-(bromomethyl)biphenyl-2-yl]-4-[(2-methoxyethoxy)methyl]-1,2,4-oxadiazol-5(4H)-one), C([O-])([O-])=O.[K+].[K+] (potassium carbonate). Solvent: C(C)#N (acetonitrile). Run at temperature 50 celsius, time 4 hour. The product is COC1=C(CN2C(N(C3=C(C2=O)C=C(S3)CC)CC3=CC=C(C=C3)C3=C(C=CC=C3)C3=NOC(N3COCCOC)=O)=O)C=CC(=C1)OC (3-(2,4-dimethoxybenzyl)-6-ethyl-1-[(2′-{4-[(2-methoxyethoxy)methyl]-5-oxo-4,5-dihydro-1,2,4-oxadiazol-3-yl}biphenyl-4-yl)methyl]thieno[2,3-d]pyrimidine-2,4(1H,3H)-dione). Isolated yield 78.4%. As a reaction SMILES: [CH3:1][O:2][C:3]1[CH:22]=[C:21]([O:23][CH3:24])[CH:20]=[CH:19][C:4]=1[CH2:5][N:6]1[C:11](=[O:12])[C:10]2[CH:13]=[C:14]([CH2:16][CH3:17])[S:15][C:9]=2[NH:8][C:7]1=[O:18].Br[CH2:26][C:27]1[CH:32]=[CH:31][C:30]([C:33]2[CH:38]=[CH:37][CH:36]=[CH:35][C:34]=2[C:39]2[N:43]([CH2:44][O:45][CH2:46][CH2:47][O:48][CH3:49])[C:42](=[O:50])[O:41][N:40]=2)=[CH:29][CH:28]=1.C(=O)([O-])[O-].[K+].[K+]>C(#N)C>[CH3:1][O:2][C:3]1[CH:22]=[C:21]([O:23][CH3:24])[CH:20]=[CH:19][C:4]=1[CH2:5][N:6]1[C:11](=[O:12])[C:10]2[CH:13]=[C:14]([CH2:16][CH3:17])[S:15][C:9]=2[N:8]([CH2:26][C:27]2[CH:32]=[CH:31][C:30]([C:33]3[CH:38]=[CH:37][CH:36]=[CH:35][C:34]=3[C:39]3[N:43]([CH2:44][O:45][CH2:46][CH2:47][O:48][CH3:49])[C:42](=[O:50])[O:41][N:40]=3)=[CH:29][CH:28]=2)[C:7]1=[O:18] |f:2.3.4|. Procedure details: A mixture of 3-(2,4-dimethoxybenzyl)-6-ethylthieno[2,3-d]pyrimidine-2,4(1H,3H)-dione (10 g), 3-[4′-(bromomethyl)biphenyl-2-yl]-4-[(2-methoxyethoxy)methyl]-1,2,4-oxadiazol-5(4H)-one (14.5 g), potassium carbonate (8 g) and acetonitrile (500 mL) was stirred at 50° C. for 4 hr. Insoluble material was filtered off, and the solvent was evaporated under reduced pressure. The obtained residue was purified by silica gel column chromatography to give the title compound as colorless crystals (15.5 g, 79%).